Dataset: the Open Reaction Database (ORD), a public repository of structured organic reaction records. Task: describe an organic reaction: reactants, conditions, products, and yield Starting materials: O=C(NO)c1cc2c(COCc3ccccc3)cn(Cc3ccc(F)cc3F)c2cn1, CCOC(=O)c1cc2c(cn1)c(COc1ccc(Cl)cc1)cn2CC, CCOC(=O)c1cc2c(cn1)c(Cc1cc(Cl)ccc1O)cn2CC. Yields the product CCn1cc(Cc2cc(Cl)ccc2O)c2cnc(C(=O)NO)cc21. Reaction SMILES: [CH2:1]([O:2][CH2:3][c:4]1[c:5]2[c:6]([cH:7][n:8][c:9]([C:10](=[O:11])[NH:21][OH:22])[cH:12]2)[n:13]([CH2:14][c:15]2[cH:16][cH:17][c:18]([F:19])[cH:20][c:23]2[F:24])[cH:25]1)[c:26]1[cH:27][cH:28][cH:29][cH:30][cH:31]1.[Cl:32][c:33]1[cH:34][cH:35][c:36]([O:37][CH2:38][c:39]2[c:40]3[cH:41][n:42][c:43]([C:44]([O:45][CH2:46][CH3:47])=[O:48])[cH:49][c:50]3[n:51]([CH2:52][CH3:53])[cH:54]2)[cH:55][cH:56]1.[Cl:57][c:58]1[cH:59][cH:60][c:61]([OH:81])[c:62]([CH2:63][c:64]2[cH:65][n:66]([CH2:78][CH3:79])[c:67]3[c:68]2[cH:69][n:70][c:71]([C:73]([O:75][CH2:74][CH3:76])=[O:77])[cH:72]3)[cH:80]1>>[NH:21]([OH:22])[C:73]([c:71]1[n:70][cH:69][c:68]2[c:64]([CH2:63][c:62]3[c:61]([OH:81])[cH:60][cH:59][c:58]([Cl:57])[cH:80]3)[cH:65][n:66]([CH2:78][CH3:79])[c:67]2[cH:72]1)=[O:75]. The reactants are COC(=O)c1ccc2c(C3CCCCC3)c(Br)n(CC(OC)OC)c2c1, O=C([O-])[O-], O=Cc1ccccc1B(O)O, [Na+], [Na+], C1COCCO1, Cl[Pd]Cl, c1ccc(P(c2ccccc2)c2ccccc2)cc1, c1ccc(P(c2ccccc2)c2ccccc2)cc1. Product: COC(=O)c1ccc2c(C3CCCCC3)c(-c3ccccc3C=O)n(CC(OC)OC)c2c1. As a reaction SMILES: [Br:1][c:2]1[n:3]([CH2:21][CH:22]([O:23][CH3:24])[O:25][CH3:26])[c:4]2[cH:5][c:6]([C:17](=[O:18])[O:19][CH3:20])[cH:7][cH:8][c:9]2[c:10]1[CH:11]1[CH2:12][CH2:13][CH2:14][CH2:15][CH2:16]1.[C:44](=[O:45])([O-:46])[O-:47].[CH:27](=[O:28])[c:29]1[c:30]([B:35]([OH:36])[OH:37])[cH:31][cH:32][cH:33][cH:34]1.[Na+:48].[Na+:49].[O:38]1[CH2:39][CH2:40][O:41][CH2:42][CH2:43]1.[Pd:50]([Cl:51])[Cl:52].[c:53]1([P:54]([c:55]2[cH:56][cH:57][cH:58][cH:59][cH:60]2)[c:61]2[cH:62][cH:63][cH:64][cH:65][cH:66]2)[cH:67][cH:68][cH:69][cH:70][cH:71]1.[c:72]1([P:73]([c:74]2[cH:75][cH:76][cH:77][cH:78][cH:79]2)[c:80]2[cH:81][cH:82][cH:83][cH:84][cH:85]2)[cH:86][cH:87][cH:88][cH:89][cH:90]1>>[c:2]1(-[c:30]2[c:29]([CH:27]=[O:28])[cH:34][cH:33][cH:32][cH:31]2)[n:3]([CH2:21][CH:22]([O:23][CH3:24])[O:25][CH3:26])[c:4]2[cH:5][c:6]([C:17](=[O:18])[O:19][CH3:20])[cH:7][cH:8][c:9]2[c:10]1[CH:11]1[CH2:12][CH2:13][CH2:14][CH2:15][CH2:16]1. Starting materials: C(=O)(O)C1=CC2=C(N(C(N2CC2=CC(=C(C=C2)OC)Cl)=O)[C@@H]2CC[C@H](CC2)O)C=C1 (5-carboxy-3-(3-chloro-4-methoxybenzyl)-1-(trans-4-hydroxycyclohexyl)-2,3-dihydro-1H-benzimidazol-2-one), [OH-].[NH4+] (ammonium hydroxide), Cl.CN(CCCN=C=NCC)C (1-(3-dimethylaminopropyl)-3-ethylcarbodiimide hydrochloride), ON1N=NC2=C1C=CC=C2 (1-hydroxybenzotriazole). Run in CN(C=O)C (dimethylformamide). Reaction conditions: time 4 hour. Yields the product C(N)(=O)C1=CC2=C(N(C(N2CC2=CC(=C(C=C2)OC)Cl)=O)[C@@H]2CC[C@H](CC2)O)C=C1 (5-carbamoyl-3-(3-chloro-4-methoxybenzyl)-1-(trans-4-hydroxycyclohexyl)-2,3-dihydro-1H-benzimidazol-2-one). The yield is 303.3%. As a reaction SMILES: [C:1]([C:4]1[CH:30]=[CH:29][C:7]2[N:8]([C@H:22]3[CH2:27][CH2:26][C@H:25]([OH:28])[CH2:24][CH2:23]3)[C:9](=[O:21])[N:10]([CH2:11][C:12]3[CH:17]=[CH:16][C:15]([O:18][CH3:19])=[C:14]([Cl:20])[CH:13]=3)[C:6]=2[CH:5]=1)([OH:3])=O.[OH-].[NH4+].Cl.C[N:35](C)CCCN=C=NCC.ON1C2C=CC=CC=2N=N1>CN(C)C=O>[C:1]([C:4]1[CH:30]=[CH:29][C:7]2[N:8]([C@H:22]3[CH2:27][CH2:26][C@H:25]([OH:28])[CH2:24][CH2:23]3)[C:9](=[O:21])[N:10]([CH2:11][C:12]3[CH:17]=[CH:16][C:15]([O:18][CH3:19])=[C:14]([Cl:20])[CH:13]=3)[C:6]=2[CH:5]=1)(=[O:3])[NH2:35] |f:1.2,3.4|. Procedure: A mixture of 5-carboxy-3-(3-chloro-4-methoxybenzyl)-1-(trans-4-hydroxycyclohexyl)-2,3-dihydro-1H-benzimidazol-2-one (72 mg), ammonium hydroxide (0.1 mL, 28% NH3 in water), 1-(3-dimethylaminopropyl)-3-ethylcarbodiimide hydrochloride (35.2 mg) and 1-hydroxybenzotriazole (27.1 mg) in anhydrous dimethylformamide (1 mL) was stirred at ambient temperature for 4 hours. The mixture was partitioned between water and ethyl acetate. The separated organic layer was washed successively with an aqueous satura... Starting materials: CN1C=CC2=CC=C(C=C12)C1=NN=C(O1)S (5-(1-methyl-1H-indol-6-yl)[1,3,4]oxadiazole-2-thiol), N12CCNC(CC1)CC2 (1,4-Diazabicyclo[3.2.2]nonane), C(\C=C\C(=O)O)(=O)O (fumaric acid), [OH-].[Na+] (sodium hydroxide). Run in C(CC)O (1-propanol), CO (methanol), C(C)OCC (diethyl ether). Run at temperature 130 celsius, time 15 hour. The product is C(\C=C\C(=O)O)(=O)O.CN1C=CC2=CC=C(C=C12)C1=NN=C(O1)N1CCN2CCC1CC2 (4-[5-(1-Methyl-1H-indol-6-yl)-[1,3,4]oxadiazol-2-yl]-1,4-diaza-bicyclo[3.2.2]nonane fumaric acid salt). The yield is 29.0%. Reaction SMILES: [CH3:1][N:2]1[C:10]2[C:5](=[CH:6][CH:7]=[C:8]([C:11]3[O:15][C:14](S)=[N:13][N:12]=3)[CH:9]=2)[CH:4]=[CH:3]1.[N:17]12[CH2:25][CH2:24][CH:21]([CH2:22][CH2:23]1)[NH:20][CH2:19][CH2:18]2.[OH-].[Na+].[C:28]([OH:35])(=[O:34])/[CH:29]=[CH:30]/[C:31]([OH:33])=[O:32]>CO.C(OCC)C.C(O)CC>[C:28]([OH:35])(=[O:34])/[CH:29]=[CH:30]/[C:31]([OH:33])=[O:32].[CH3:1][N:2]1[C:10]2[C:5](=[CH:6][CH:7]=[C:8]([C:11]3[O:15][C:14]([N:20]4[CH:21]5[CH2:24][CH2:25][N:17]([CH2:23][CH2:22]5)[CH2:18][CH2:19]4)=[N:13][N:12]=3)[CH:9]=2)[CH:4]=[CH:3]1 |f:2.3,8.9|. Procedure details: A mixture of 5-(1-methyl-1H-indol-6-yl)[1,3,4]oxadiazole-2-thiol (1.25 g, 5.41 mmol), 1,4-Diazabicyclo[3.2.2]nonane (0.69 g, 5.41 mmol) and 1-propanol (5 ml) was stirred at 130° C. for 15 h. The reaction-mixture was allowed to cool to room-temperature. Aqueous sodium hydroxide (1 M) was added and the mixture was extracted twice with chloroform. The mixture was extracted twice with aqueous hydrochloric acid. The aqueous phase was washed with chloroform and was made alkaline by adding sodium hydro... Reactants: CC1(SC2=CC=C(C=C2C(C1)(C)C)C#C)C (2,2,4,4-tetramethyl-6-ethynylthiochroman), CC1(SC2=CC=C(C=C2C(C1)(C)C)C#C)C (2,2,4,4-tetramethyl-6-ethynylthiochroman), ClC1=NC=C(C(=O)OCC)C=C1 (ethyl 6-chloronicotinate), ClC1=NC=C(C(=O)OCC)C=C1 (ethyl 6-chloronicotinate), cuprous iodide. Yields the product CC1(SC2=CC=C(C=C2C(C1)(C)C)C#CC1=NC=C(C(=O)OCC)C=C1)C (Ethyl 6-[(2,2,4,4-tetramethyl-thiochroman-6-yl)-ethynyl]nicotinate). Reaction SMILES: [CH3:1][C:2]1([CH3:16])[CH2:11][C:10]([CH3:13])([CH3:12])[C:9]2[C:4](=[CH:5][CH:6]=[C:7]([C:14]#[CH:15])[CH:8]=2)[S:3]1.Cl[C:18]1[CH:28]=[CH:27][C:21]([C:22]([O:24][CH2:25][CH3:26])=[O:23])=[CH:20][N:19]=1>C(N(CC)CC)C.[Pd](Cl)Cl.C1(P(C2C=CC=CC=2)C2C=CC=CC=2)C=CC=CC=1.C1(P(C2C=CC=CC=2)C2C=CC=CC=2)C=CC=CC=1>[CH3:1][C:2]1([CH3:16])[CH2:11][C:10]([CH3:12])([CH3:13])[C:9]2[C:4](=[CH:5][CH:6]=[C:7]([C:14]#[C:15][C:18]3[CH:28]=[CH:27][C:21]([C:22]([O:24][CH2:25][CH3:26])=[O:23])=[CH:20][N:19]=3)[CH:8]=2)[S:3]1 |f:3.4.5|. The solvent is C(C)N(CC)CC (triethylamine). The reagents and catalysts are [Pd](Cl)Cl.C1(=CC=CC=C1)P(C1=CC=CC=C1)C1=CC=CC=C1.C1(=CC=CC=C1)P(C1=CC=CC=C1)C1=CC=CC=C1 (bis(triphenylphosphine) palladium (II) chloride). Reaction conditions: temperature 55 celsius, time 60 hour. Procedure details: A solution of 232 mg (1.01 mmol) of 2,2,4,4-tetramethyl-6-ethynylthiochroman (Compound 3) and 190 mg (1.03 mmol) of ethyl 6-chloro-nicotinate (Compound 98) in 2 ml of triethylamine was placed in a heavy-walled glass tube, degassed, placed under argon and then treated with a powdered mixture of 53 mg (0.28 mmol) of cuprous iodide and 84 mg (0.12 mmol) of bis(triphenylphosphine) palladium (II) chloride. The mixture was degassed again, placed under argon and the tube was sealed. The reaction mixtur... Yields the product ClC=1C2=C(N=C(N1)COC)CCCS2 (4-chloro-7,8-dihydro-2-Methoxymethyl-6H-thiopyrano[3,2-d]pyrimidine). As a reaction SMILES: O[C:2]1[C:3]2[S:14][CH2:13][CH2:12][CH2:11][C:4]=2[N:5]=[C:6]([CH2:8][O:9][CH3:10])[N:7]=1.P(Cl)(Cl)([Cl:17])=O>>[Cl:17][C:2]1[C:3]2[S:14][CH2:13][CH2:12][CH2:11][C:4]=2[N:5]=[C:6]([CH2:8][O:9][CH3:10])[N:7]=1. Reactants: OC=1C2=C(N=C(N1)COC)CCCS2 (7,8-dihydro-4-hydroxy-2-Methoxymethyl-6H-thiopyrano[3,2-d]pyrimidine), P(=O)(Cl)(Cl)Cl (phosphorus oxychloride). Reported procedure: The title compound was prepared following substantially the same procedure described in Example 1, step B using the product from step B of this Example 3 and phosphorus oxychloride. This procedure gave 1.0 g of title compound which was dried and used in step D without further purification.